This data is from the Open Reaction Database (ORD), a public repository of structured organic reaction records. The task is: describe an organic reaction: reactants, conditions, products, and yield The reactants are [Na].C(N)(=O)C1(CC(=O)[O-])CO1 (sodium 3-carbamoyl-3,4-epoxybutyrate), [C-]#N.[Na+] (NaCN), [Na].C(N)(=O)C1(CC(=O)[O-])CO1 (sodium 3-carbamoyl-3,4-epoxybutyrate). Run at time 4 hour. The product is [Na].C(N)(=O)C(CC(=O)[O-])(CC#N)O (sodium 3-carbamoyl-3-hydroxy-4-cyanobutyrate). RXN SMILES: [Na:1].[C:2]([C:5]1([O:11][CH2:10]1)[CH2:6][C:7]([O-:9])=[O:8])(=[O:4])[NH2:3].[C-:12]#[N:13].[Na+]>>[Na:1].[C:2]([C:5]([OH:11])([CH2:10][C:12]#[N:13])[CH2:6][C:7]([O-:9])=[O:8])(=[O:4])[NH2:3] |f:0.1,2.3,4.5,^1:0,14|. Reported procedure: To this solution of sodium-3-carbamoyl-3,4-epoxybutyrate was added a 5 molal aqueous solution of NaCN in proportions of 3 mols per mol of sodium-3-carbamoyl-3,4-epoxybutyrate. The system was agitated for about 4 hours at 35°-40°C. The yield to sodium-3-carbamoyl-3-hydroxy-4-cyanobutyrate was virtually quantitative as determined by NMR. Reactants: CC1=CC=C(C=C1)C(C(=O)O)C1=CC=C(C=C1)C (bis(4-methylphenyl)acetic acid), NCCCN1CCC(CC1)C=1C=C(C=CC1)NC(OC(C)C)=O (isopropyl 3-[1-(3-aminopropyl)-4-piperidinyl]phenylcarbamate). The product is CC1=CC=C(C=C1)C(C(=O)NCCCN1CCC(CC1)C=1C=C(C=CC1)NC(OC(C)C)=O)C1=CC=C(C=C1)C (ISOPROPYL 3-[1-(3-{[BIS(4-METHYLPHENYL)ACETYL]AMINO}PROPYL)-4-PIPERIDINYL]PHENYLCARBAMATE). Reaction SMILES: [CH3:1][C:2]1[CH:7]=[CH:6][C:5]([CH:8]([C:12]2[CH:17]=[CH:16][C:15]([CH3:18])=[CH:14][CH:13]=2)[C:9]([OH:11])=O)=[CH:4][CH:3]=1.[NH2:19][CH2:20][CH2:21][CH2:22][N:23]1[CH2:28][CH2:27][CH:26]([C:29]2[CH:30]=[C:31]([NH:35][C:36](=[O:41])[O:37][CH:38]([CH3:40])[CH3:39])[CH:32]=[CH:33][CH:34]=2)[CH2:25][CH2:24]1>>[CH3:18][C:15]1[CH:16]=[CH:17][C:12]([CH:8]([C:5]2[CH:4]=[CH:3][C:2]([CH3:1])=[CH:7][CH:6]=2)[C:9]([NH:19][CH2:20][CH2:21][CH2:22][N:23]2[CH2:28][CH2:27][CH:26]([C:29]3[CH:30]=[C:31]([NH:35][C:36](=[O:41])[O:37][CH:38]([CH3:39])[CH3:40])[CH:32]=[CH:33][CH:34]=3)[CH2:25][CH2:24]2)=[O:11])=[CH:13][CH:14]=1. Procedure details: Example 145 was prepared from bis(4-methylphenyl)acetic acid and isopropyl 3-[1-(3-aminopropyl)-4-piperidinyl]phenylcarbamate according to the procedures described in Scheme 9: 1H NMR (400 MHz, CDCl3) δ 7.24 (s, 1H), 7.18–7.06 (m, 4H), 7.06–7.00 (m, 6H), 6.82–6.78 (m, 2H), 6.62 (s, 1H), 4.92 (septet, 1H, J=6.7 Hz), 4.72 (s, 1H), 4.04 (q, 1H, J=6.8 Hz), 3.32–3.26 (m, 2H), 2.88–2.81 (m, 2H), 2.41–2.27 (m, 3H), 2.21 (s, 6H), 1.92–1.83 (m, 2H), 1.74–1.66 (m, 2H), 1.62–1.46 (m, 3H), 1.21 (d, 6H, J=6.... The reactants are Ca, C(C)(=O)OC(C)C1=CC=CC=2C=C(OC21)C2(OCCO2)C (7-(1'-acetoxyethyl)-2-(2-methyl-1,3-dioxolan-2-yl) benzofuran), aqueous solution, C1(=CC=CC=C1)S(=O)(=O)O (benzenesulphonic acid). The solvent is CC(=O)C (acetone). The product is C(C)(=O)C=1OC2=C(C1)C=CC=C2C(C)OC(C)=O (2-acetyl-7-(1'-acetoxyethyl)benzofuran). RXN SMILES: [C:1]([O:4][CH:5]([C:7]1[C:15]2[O:14][C:13]([C:16]3([CH3:21])OCC[O:17]3)=[CH:12][C:11]=2[CH:10]=[CH:9][CH:8]=1)[CH3:6])(=[O:3])[CH3:2].C1(S(O)(=O)=O)C=CC=CC=1>CC(C)=O>[C:16]([C:13]1[O:14][C:15]2[C:7]([CH:5]([O:4][C:1](=[O:3])[CH3:2])[CH3:6])=[CH:8][CH:9]=[CH:10][C:11]=2[CH:12]=1)(=[O:17])[CH3:21]. Procedure: Ca 30 g of crude 7-(1'-acetoxyethyl)-2-(2-methyl-1,3-dioxolan-2-yl) benzofuran were dissolved in 200 ml of acetone and 2 ml of a 33% aqueous solution of benzenesulphonic acid were added to the solution obtained. The resulting solution was heated under reflux for 3 hours, then cooled and evaporated to dryness under reduced pressure. The residual oil was dissolved in diethyl ether and the solution washed with water and with brine and then dried over anhydrous sodium sulphate. The sodium sulphate w... The reactants are NC1=NC(=CC(=N1)Cl)Cl (2-Amino-4,6-dichloro pyrimidine), FC(C(O)C1=C(C=CC=C1)N1N=C(C=C1)C(F)(F)F)(F)F (2,2,2-trifluoro-1-[2-(3-trifluoro methyl-pyrazol-1-yl)-phenyl]-ethanol), [H-].[Na+] (NaH). The solvent is C1CCOC1 (THF). Conditions: temperature 42.5 celsius, time 6 hour. Yields the product ClC1=NC(=NC(=C1)OC(C(F)(F)F)C1=C(C=CC=C1)N1N=C(C=C1)C(F)(F)F)N (4-chloro-6-[2,2,2-trifluoro-1-[2-(3-trifluoromethyl-pyrazol-1-yl)phenyl]-ethoxy]-pyrimidine-2-ylamine). The yield is 106.6%. RXN SMILES: [NH2:1][C:2]1[N:7]=[C:6]([Cl:8])[CH:5]=[C:4](Cl)[N:3]=1.[F:10][C:11]([F:30])([F:29])[CH:12]([C:14]1[CH:19]=[CH:18][CH:17]=[CH:16][C:15]=1[N:20]1[CH:24]=[CH:23][C:22]([C:25]([F:28])([F:27])[F:26])=[N:21]1)[OH:13].[H-].[Na+]>C1COCC1>[Cl:8][C:6]1[CH:5]=[C:4]([O:13][CH:12]([C:14]2[CH:19]=[CH:18][CH:17]=[CH:16][C:15]=2[N:20]2[CH:24]=[CH:23][C:22]([C:25]([F:28])([F:27])[F:26])=[N:21]2)[C:11]([F:30])([F:29])[F:10])[N:3]=[C:2]([NH2:1])[N:7]=1 |f:2.3|. Procedure details: 2-Amino-4,6-dichloro pyrimidine (0.074 g, 0.45 mmol), 2,2,2-trifluoro-1-[2-(3-trifluoro methyl-pyrazol-1-yl)-phenyl]-ethanol (0.140 g, 0.45 mmol), and NaH (0.022 g, 0.59 mmol) were added to anhydrous THF (10 ml) under nitrogen atmosphere. The reaction was stirred at 40-45° C. for 6 h, and then cooled to room temperature, and quenched with water (0.2 ml). The reaction mixture was concentrated to give crude 4-chloro-6-[2,2,2-trifluoro-1-[2-(3-trifluoromethyl-pyrazol-1-yl)phenyl]-ethoxy]-pyrimidine... The reactants are CI (methyl iodide), O (Water), N1CC(C(=O)OCC)CCC1 (ethyl nipecotate), C[Si](C)(C)[N-][Si](C)(C)C.[K+] (potassium bis(trimethylsilyl)amide), solution. Run in C1CCOC1 (THF), C1(=CC=CC=C1)C (toluene). Conditions: temperature -5 celsius, time 1 hour. Yields the product OCC1(CNCCC1)C (3-Hydroxymethyl-3-methylpiperidine). As a reaction SMILES: [NH:1]1[CH2:11][CH2:10][CH2:9][CH:3]([C:4]([O:6]CC)=O)[CH2:2]1.[CH3:12][Si]([N-][Si](C)(C)C)(C)C.[K+].CI.O>C1COCC1.C1(C)C=CC=CC=1>[OH:6][CH2:4][C:3]1([CH3:12])[CH2:9][CH2:10][CH2:11][NH:1][CH2:2]1 |f:1.2|. Procedure: To ethyl nipecotate (1.3 g) in THF (20 mL) at r.t was added potassium bis(trimethylsilyl)amide (18 mL of a 0.5 M solution in toluene). After 1 h, methyl iodide (0.5 mL) was added and the mixture was stirred for 15 h. Water was added and the mixture extracted with ether. The organics were washed with brine, dried and concentrated. The residual material (1.3 g) was dissolved in THF (20 mL) and treated with lithium aluminum hydride (8.7 mL of a 1 M solution in THF) at r.t. After 15 h, the mixture w... The product is ClC1=CC(=C(C=C1OCC#C)N1C(=NC(=CC1=O)C(C(F)(F)F)(F)F)OC)F (1-[4-chloro-2-fluoro-5-(2-propynyloxy) -phenyl]-2-methoxy-4-pentafluoroethyl-6(1H)-pyrimidinone). Procedure details: using 1-(4-chloro-2-fluoro-5-hydroxyphenyl)-2-methoxy-4-pentafluoroethyl-6(1H)-pyrimidinone and propargyl bromide with sodium carbonate in acetone there is obtained 1-[4-chloro-2-fluoro-5-(2-propynyloxy) -phenyl]-2-methoxy-4-pentafluoroethyl-6(1H)-pyrimidinone, 1H-NMR (CDCl3, 400 MHz): 7.35 ppm (d,1H), 6.98 ppm (d,1H), 6.67 ppm (s,1H), 4.77 ppm (m,2H), 3.99 ppm (s,3H), 2.58 ppm (t,1H); RXN SMILES: [Cl:1][C:2]1[C:7]([OH:8])=[CH:6][C:5]([N:9]2[C:14](=[O:15])[CH:13]=[C:12]([C:16]([F:22])([F:21])[C:17]([F:20])([F:19])[F:18])[N:11]=[C:10]2[O:23][CH3:24])=[C:4]([F:25])[CH:3]=1.[CH2:26](Br)[C:27]#[CH:28].C(=O)([O-])[O-].[Na+].[Na+]>CC(C)=O>[Cl:1][C:2]1[C:7]([O:8][CH2:28][C:27]#[CH:26])=[CH:6][C:5]([N:9]2[C:14](=[O:15])[CH:13]=[C:12]([C:16]([F:21])([F:22])[C:17]([F:20])([F:18])[F:19])[N:11]=[C:10]2[O:23][CH3:24])=[C:4]([F:25])[CH:3]=1 |f:2.3.4|. Reactants: ClC1=CC(=C(C=C1O)N1C(=NC(=CC1=O)C(C(F)(F)F)(F)F)OC)F (1-(4-chloro-2-fluoro-5-hydroxyphenyl)-2-methoxy-4-pentafluoroethyl-6(1H)-pyrimidinone), C(C#C)Br (propargyl bromide), C([O-])([O-])=O.[Na+].[Na+] (sodium carbonate). Run in CC(=O)C (acetone). Starting materials: CCOCC, CCO, CC(C)O, Cl, O, O=C(NCCNCc1cc2ccc(OCc3ccccc3)cc2o1)C12CC3CC(CC(C3)C1)C2. Product: O=C(NCCNCc1cc2ccc(O)cc2o1)C12CC3CC(CC(C3)C1)C2. As a reaction SMILES: [CH3:40][CH2:41][O:42][CH2:43][CH3:44].[CH3:46][CH2:47][OH:48].[CH:36]([OH:37])([CH3:38])[CH3:39].[ClH:35].[OH2:45].[c:1]1([CH2:2][O:8][c:9]2[cH:10][c:11]3[c:12]([cH:13][c:14]([CH2:16][NH:17][CH2:18][CH2:19][NH:20][C:21](=[O:22])[C:23]45[CH2:24][CH:25]6[CH2:26][CH:27]([CH2:28][CH:29]([CH2:30]4)[CH2:31]6)[CH2:32]5)[o:15]3)[cH:33][cH:34]2)[cH:3][cH:4][cH:5][cH:6][cH:7]1>>[OH:8][c:9]1[cH:10][c:11]2[c:12]([cH:13][c:14]([CH2:16][NH:17][CH2:18][CH2:19][NH:20][C:21](=[O:22])[C:23]34[CH2:24][CH:25]5[CH2:26][CH:27]([CH2:28][CH:29]([CH2:30]3)[CH2:31]5)[CH2:32]4)[o:15]2)[cH:33][cH:34]1. Reactants: resultant solution, C(C(C)(C)C)(=O)NC1=CC=C(OC)C=C1 (N-pivaloylanisidine), C1CCOC1 (THF), C(CCC)[Li] (butyllithium), C1CO1 (Ethylene oxide). Run in CCCCCC (hexane), O (water), C(C)(=O)O (Acetic acid). Conditions: temperature 0 celsius. The product is OCCC1=C(C=CC=C1NC(C(C)(C)C)=O)OC (2-(2-hydroxyethyl)-3-pivalamidoanisole). Isolated yield 69.0%. Reaction SMILES: [C:1]([NH:7][C:8]1[CH:15]=[CH:14][C:11](OC)=[CH:10][CH:9]=1)(=[O:6])[C:2]([CH3:5])([CH3:4])[CH3:3].C1C[O:19][CH2:18][CH2:17]1.C([Li])CCC.C1[O:28][CH2:27]1>CCCCCC.O.C(O)(=O)C>[OH:19][CH2:18][CH2:17][C:9]1[C:8]([NH:7][C:1](=[O:6])[C:2]([CH3:3])([CH3:4])[CH3:5])=[CH:15][CH:14]=[CH:11][C:10]=1[O:28][CH3:27]. Procedure details: To N-pivaloylanisidine (4.14 g, 0.02 mole) in freshly distilled THF (60 ml) under nitrogen is added 2.3 N butyllithium in hexane (23 ml) at 0° C. and the resultant solution is stirred at 0° C. for 2 hours. Ethylene oxide (liquid, 1.6 ml) is added and the reaction mixture is stirred for an hour at 0° C. and then an additional hour at ambient temperature. Acetic acid (2 ml) and water (30 ml) are added to quench the reaction. The THF is evaporated in vacuo and the aqueous mixture is extracted with ... Starting materials: COC=1C=CC(=C(C=O)C1)[N+](=O)[O-] (5-methoxy-2-nitrobenzaldehyde), [H][H] (hydrogen). Reagents/catalysts: [Ni] (Raney nickel). Solvent: CO (methanol). Yields the product NC1=C(CO)C=C(C=C1)OC (2-Amino-5-methoxy-benzyl alcohol). As a reaction SMILES: [CH3:1][O:2][C:3]1[CH:4]=[CH:5][C:6]([N+:11]([O-])=O)=[C:7]([CH:10]=1)[CH:8]=[O:9].[H][H]>CO.[Ni]>[NH2:11][C:6]1[CH:5]=[CH:4][C:3]([O:2][CH3:1])=[CH:10][C:7]=1[CH2:8][OH:9]. Procedure details: A quantity of 181.2 gm (1 mol) of 5-methoxy-2-nitrobenzaldehyde (prepared by methylation of 2-nitro-5-hydroxy-benzaldehyde with methyl iodide/potassium tert.-butoxide in dimethylsulfoxide) is dissolved in 1.8 liters of methanol, mixed with 50 gm of Raney nickel, and hydrogenated at ambient temperature and at 5 bar. After ten hours, the hydrogen uptake has ended. The catalyst is removed by suction filtration, and the methanol is distilled off. The reactants are C(C)(C)(C)OC(=O)N1C(CCC1)C(=O)OCC(=O)C=1C=CC2=C(OC3=C2C=CC(=C3)Br)C1 (Pyrrolidine-1,2-dicarboxylic acid 2-[2-(7-bromo-dibenzofuran-3-yl)-2-oxo-ethyl]ester 1-tert-butyl ester), C(C)(=O)[O-].[NH4+] (ammonium acetate). Solvent: C=1(C(=CC=CC1)C)C (xylene). Run at temperature 140 celsius. The product is C(C)(C)(C)OC(=O)N1CCCC1 (pyrrolidine-1-carboxylic acid tert-butyl ester). Yield: 181.9%. As a reaction SMILES: [C:1]([O:5][C:6]([N:8]1[CH2:12][CH2:11][CH2:10][CH:9]1C(OCC(C1C=CC2C3C=CC(Br)=CC=3OC=2C=1)=O)=O)=[O:7])([CH3:4])([CH3:3])[CH3:2].C([O-])(=O)C.[NH4+]>C1(C)C(C)=CC=CC=1>[C:1]([O:5][C:6]([N:8]1[CH2:12][CH2:11][CH2:10][CH2:9]1)=[O:7])([CH3:4])([CH3:2])[CH3:3] |f:1.2|. Procedure: The mixture of Pyrrolidine-1,2-dicarboxylic acid 2-[2-(7-bromo-dibenzofuran-3-yl)-2-oxo-ethyl]ester 1-tert-butyl ester (200 mg) and ammonium acetate (860 mg, 11 mmol) in xylene (5 ml) was heated at 140° C. for 80 minutes under microwave. The mixture was quenched with water, and extracted with EtOAc. The organic phase was washed with water and brine, and was dried with sodium sulfate. Concentration and purification by flash column chromatography (DCM/EtOAc) gave 245-(7-Bromo-dibenzofuran-3-yl)-1H...